describe an organic reaction: reactants, conditions, products, and yield From a dataset of the Open Reaction Database (ORD), a public repository of structured organic reaction records. The reactants are CNC(=O)c1cc(N2CCOCC2)ccc1C, CN(C)C=O, O=C1CCC(=O)N1Cl. Yields the product CNC(=O)c1cc(N2CCOCC2)c(Cl)cc1C. Reaction SMILES: [CH3:1][c:2]1[c:3]([C:4](=[O:5])[NH:6][CH3:7])[cH:8][c:9]([N:12]2[CH2:13][CH2:14][O:15][CH2:16][CH2:17]2)[cH:10][cH:11]1.[CH3:26][N:27]([CH3:28])[CH:29]=[O:30].[Cl:18][N:19]1[C:20](=[O:21])[CH2:22][CH2:23][C:24]1=[O:25]>>[CH3:1][c:2]1[c:3]([C:4](=[O:5])[NH:6][CH3:7])[cH:8][c:9]([N:12]2[CH2:13][CH2:14][O:15][CH2:16][CH2:17]2)[c:10]([Cl:18])[cH:11]1. Reactants: C(C)(C)(C)OC(=O)N1CCC(CC1)(OC)C1=C(C=CC(=C1)Cl)OC (4-(5-chloro-2-methoxy-phenyl)-4-methoxy-piperidine-1-carboxylic acid tert-butyl ester). The solvent is CO.Cl (methanol HCl). Product: ClC=1C=CC(=C(C1)C1(CCNCC1)OC)OC (4-(5-chloro-2-methoxyphenyl)-4-methoxypiperidine), Cl (HCl). As a reaction SMILES: C(OC([N:8]1[CH2:13][CH2:12][C:11]([C:16]2[CH:21]=[C:20]([Cl:22])[CH:19]=[CH:18][C:17]=2[O:23][CH3:24])([O:14][CH3:15])[CH2:10][CH2:9]1)=O)(C)(C)C>CO.Cl>[Cl:22][C:20]1[CH:19]=[CH:18][C:17]([O:23][CH3:24])=[C:16]([C:11]2([O:14][CH3:15])[CH2:10][CH2:9][NH:8][CH2:13][CH2:12]2)[CH:21]=1.[ClH:22] |f:1.2|. Procedure details: A solution of 4-(5-chloro-2-methoxy-phenyl)-4-methoxy-piperidine-1-carboxylic acid tert-butyl ester 5c (3.8 g, crude from last step) in methanol/HCl (2 M, 50 mL) was stirred at room temperature for 4 h, then the mixture was concentrated to half of volume under 40° C. and then ether was added. The precipitated was filtered and washed with ether to obtain 4-(5-chloro-2-methoxyphenyl)-4-methoxypiperidine 5d as its HCl salt. 1H NMR (DMSO-d6): δ 8.95 (b, 2H), 7.37-7.34 (q, J1=8.8 Hz, J2=8.8 Hz, 1H), ... Reactants: BrCC1=C(C=CC=C1)C(F)(F)F (1-bromomethyl-2-trifluoromethyl-benzene), N1(CCNCC1)C=1N=NC=CN1 (3-piperazin-1-yl-[1,2,4]triazine). Yields the product FC(C1=C(CN2CCN(CC2)C=2N=NC=CN2)C=CC=C1)(F)F (3-[4-(2-Trifluoromethyl-benzyl)-piperazin-1-yl]-[1,2,4]triazine), C1(=CC=CC=C1)C (toluene). Isolated yield 33.0%. RXN SMILES: Br[CH2:2][C:3]1[CH:8]=[CH:7][CH:6]=[CH:5][C:4]=1[C:9]([F:12])([F:11])[F:10].[N:13]1([C:19]2[N:20]=[N:21][CH:22]=[CH:23][N:24]=2)[CH2:18][CH2:17][NH:16][CH2:15][CH2:14]1>>[F:10][C:9]([F:12])([F:11])[C:4]1[CH:5]=[CH:6][CH:7]=[CH:8][C:3]=1[CH2:2][N:16]1[CH2:15][CH2:14][N:13]([C:19]2[N:20]=[N:21][CH:22]=[CH:23][N:24]=2)[CH2:18][CH2:17]1.[C:3]1([CH3:2])[CH:8]=[CH:7][CH:6]=[CH:5][CH:4]=1. Procedure details: Compound 5 is prepared from 1-bromomethyl-2-trifluoromethyl-benzene and intermediate 5a according to synthesis method 2 in refluxing toluene (33% yield). The reactants are C(C)(C)(CC)C1=C(OC(C(=O)OCC)CC)C=CC(=C1)C(C)(C)CC (ethyl 2-(2,4-di-t-amylphenoxy)butyrate), [OH-].[Na+] (sodium hydroxide), S(O)(O)(=O)=O (sulfuric acid), O (water). Run in C1(=CC=CC=C1)C (toluene). Run at time 6 hour. Yields the product C(C)(C)(CC)C1=C(OC(C(=O)O)CC)C=CC(=C1)C(C)(C)CC (2-(2,4-di-t-amylphenoxy)butyric acid). Isolated yield 122.3%. As a reaction SMILES: [C:1]([C:6]1[CH:20]=[C:19]([C:21]([CH2:24][CH3:25])([CH3:23])[CH3:22])[CH:18]=[CH:17][C:7]=1[O:8][CH:9]([CH2:15][CH3:16])[C:10]([O:12]CC)=[O:11])([CH2:4][CH3:5])([CH3:3])[CH3:2].[OH-].[Na+].S(=O)(=O)(O)O.O>C1(C)C=CC=CC=1>[C:1]([C:6]1[CH:20]=[C:19]([C:21]([CH2:24][CH3:25])([CH3:22])[CH3:23])[CH:18]=[CH:17][C:7]=1[O:8][CH:9]([CH2:15][CH3:16])[C:10]([OH:12])=[O:11])([CH2:4][CH3:5])([CH3:3])[CH3:2] |f:1.2|. Procedure: The above ethyl 2-(2,4-di-t-amylphenoxy)butyrate (317.9 g) and 27% aqueous sodium hydroxide (401.4 g) were placed in a 3-liter flask. The mixture was kept at 98° C. for 6 hours, and the hydrolysis reaction was completed. After completion of the reaction, the mixture was adjusted to pH 2 or lower by the addition of 40% aqueous sulfuric acid (349.9 g) and water (250 g), and toluene (317.9 g) was added thereto, followed by extraction. The water layer was separated with a separatory funnel, and the ...